From a dataset of the Open Reaction Database (ORD), a public repository of structured organic reaction records. describe an organic reaction: reactants, conditions, products, and yield Starting materials: ClC=1C=C(C=NC1)C1=C2C(=CC(=N1)C1=NOC(N1)=O)N=C(N2C[C@@H]2CC[C@H](CC2)C)C(O)C2=C(C=CC=C2)F (3-{4-(5-chloropyridin-3-yl)-2-[(2-fluorophenyl)(hydroxy)methyl]-3-[(trans-4-methylcyclohexyl)methyl]-3H-imidazo[4,5-d]pyridin-6-yl}-1,2,4-oxadiazol-5(4H)-one), CC(=O)OI1(C2=CC=CC=C2C(=O)O1)(OC(=O)C)OC(=O)C (1,1,1-triacetoxy-1,1-dihydro-1,2-benziodoxol-3(1H)-one), S(=S)(=O)([O-])[O-].[Na+].[Na+] (sodium thiosulfate). Run at time 1 hour. RXN SMILES: [Cl:1][C:2]1[CH:3]=[C:4]([C:8]2[N:13]=[C:12]([C:14]3[NH:18][C:17](=[O:19])[O:16][N:15]=3)[CH:11]=[C:10]3[N:20]=[C:21]([CH:31]([C:33]4[CH:38]=[CH:37][CH:36]=[CH:35][C:34]=4[F:39])[OH:32])[N:22]([CH2:23][C@H:24]4[CH2:29][CH2:28][C@H:27]([CH3:30])[CH2:26][CH2:25]4)[C:9]=23)[CH:5]=[N:6][CH:7]=1.CC(OI1(OC(C)=O)(OC(C)=O)OC(=O)C2C1=CC=CC=2)=O.S([O-])([O-])(=O)=S.[Na+].[Na+]>ClCCl>[Cl:1][C:2]1[CH:3]=[C:4]([C:8]2[C:9]3[N:22]([CH2:23][C@H:24]4[CH2:29][CH2:28][C@H:27]([CH3:30])[CH2:26][CH2:25]4)[C:21]([C:31]([C:33]4[CH:38]=[CH:37][CH:36]=[CH:35][C:34]=4[F:39])=[O:32])=[N:20][C:10]=3[CH:11]=[C:12]([C:14]3[NH:18][C:17](=[O:19])[O:16][N:15]=3)[N:13]=2)[CH:5]=[N:6][CH:7]=1 |f:2.3.4|. Procedure: To a room temperature slurry of 3-{4-(5-chloropyridin-3-yl)-2-[(2-fluorophenyl)(hydroxy)methyl]-3-[(trans-4-methylcyclohexyl)methyl]-3H-imidazo[4,5-d]pyridin-6-yl}-1,2,4-oxadiazol-5(4H)-one (Example 7.4 in Table 7, 150 mg, 0.273 mmol) in dichloromethane (4 mL) was added 1,1,1-triacetoxy-1,1-dihydro-1,2-benziodoxol-3(1H)-one (127 mg, 0.301 mmol). The mixture was stirred at room temperature for 1 hour during which time it became a homogeneous solution. Saturated aqueous sodium thiosulfate was adde... The solvent is ClCCl (dichloromethane). Yields the product ClC=1C=C(C=NC1)C1=NC(=CC2=C1N(C(=N2)C(=O)C2=C(C=CC=C2)F)C[C@@H]2CC[C@H](CC2)C)C2=NOC(N2)=O (3-{4-(5-chloropyridin-3-yl)-2-[(2-fluorophenyl)carbonyl]-3-[(trans-4-methylcyclohexyl)methyl]-3H-imidazo[4,5-c]pyridin-6-yl}-1,2,4-oxadiazol-5(4H)-one). RXN SMILES: [O:1]1CCCC1.O1CCOCC1.CC(C)=[CH:14][CH:15]1[CH:17]([C:18]([O:20][CH2:21][C:22]2[C:27]([F:28])=[C:26]([F:29])[C:25]([CH2:30][O:31][CH3:32])=[C:24]([F:33])[C:23]=2[F:34])=[O:19])[C:16]1([CH3:36])[CH3:35].I([O-])(=O)(=O)=O.[Na+]>[Os](=O)(=O)(=O)=O.O>[CH:14]([CH:15]1[CH:17]([C:18]([O:20][CH2:21][C:22]2[C:23]([F:34])=[C:24]([F:33])[C:25]([CH2:30][O:31][CH3:32])=[C:26]([F:29])[C:27]=2[F:28])=[O:19])[C:16]1([CH3:36])[CH3:35])=[O:1] |f:3.4|. Product: C(=O)C1C(C1C(=O)OCC1=C(C(=C(C(=C1F)F)COC)F)F)(C)C (4-methoxymethy-2,3,5,6-tetrafluorobenzyl 3-formyl-2,2-dimethylcyclopropanecarboxylate). The reactants are I(=O)(=O)(=O)[O-].[Na+] (sodium metaperiodate), O1CCCC1 (tetrahydrofuran), O1CCOCC1 (1,4-dioxane), CC(=CC1C(C1C(=O)OCC1=C(C(=C(C(=C1F)F)COC)F)F)(C)C)C (4-methoxymethy-2,3,5,6-tetrafluorobenzyl 3-(2-methyl-1-propenyl)-2,2-dimethylcyclopropanecarboxylate). The solvent is O (water), O (water). Reagents/catalysts: [Os](=O)(=O)(=O)=O (osmium tetraoxide). Procedure details: To a mixture of 25 ml of tetrahydrofuran and 150 ml of 1,4-dioxane, 15.4 g of 4-methoxymethy-2,3,5,6-tetrafluorobenzyl 3-(2-methyl-1-propenyl)-2,2-dimethylcyclopropanecarboxylate (prepared by the method described above) were dissolved and 1.0 g of osmium tetraoxide was added thereto at room temperature. Further, 50 ml of water containing 24.0 g of sodium metaperiodate were added thereto and refluxed for 2 hours under heating. After that, the reaction mixture was poured into about 200 ml of water... Starting materials: O=C1N(C(C2=CC=CC=C12)=O)C1CC2=C(N(C=3C=CC(=CC23)C#N)CC2=NC(=CC=C2)F)C1 ((±)-2-(1,3-dioxo-1,3-dihydro-isoindol-2-yl)-4-(6-fluoro-pyridin-2-ylmethyl)-1,2,3,4-tetrahydro-cyclopenta[b]indole-7-carbonitrile), O.NN (hydrazine monohydrate). Solvent: C(C)(=O)OCC (ethyl acetate), C(C)O (ethanol), O1CCCC1 (tetrahydrofuran). Yields the product NC1CC2=C(N(C=3C=CC(=CC23)C#N)CC2=NC(=CC=C2)F)C1 ((±)-2-Amino-4-(6-fluoro-pyridin-2-ylmethyl)-1,2,3,4-tetrahydro-cyclopenta[b]indole-7-carbonitrile). The yield is 91.5%. RXN SMILES: O=C1C2C(=CC=CC=2)C(=O)[N:3]1[CH:12]1[CH2:33][C:15]2[N:16]([CH2:25][C:26]3[CH:31]=[CH:30][CH:29]=[C:28]([F:32])[N:27]=3)[C:17]3[CH:18]=[CH:19][C:20]([C:23]#[N:24])=[CH:21][C:22]=3[C:14]=2[CH2:13]1.O.NN>C(O)C.O1CCCC1.C(OCC)(=O)C>[NH2:3][CH:12]1[CH2:33][C:15]2[N:16]([CH2:25][C:26]3[CH:31]=[CH:30][CH:29]=[C:28]([F:32])[N:27]=3)[C:17]3[CH:18]=[CH:19][C:20]([C:23]#[N:24])=[CH:21][C:22]=3[C:14]=2[CH2:13]1 |f:1.2|. Reported procedure: Dissolve (±)-2-(1,3-dioxo-1,3-dihydro-isoindol-2-yl)-4-(6-fluoro-pyridin-2-ylmethyl)-1,2,3,4-tetrahydro-cyclopenta[b]indole-7-carbonitrile (5.31 g, 12.2 mmol) in ethanol (15 mL)/tetrahydrofuran (85 mL). Add hydrazine monohydrate (4.43 ml, 91.2 mmol, 7.50 equivalents) and stir at room temperature under nitrogen overnight. Dilute with ethyl acetate (150 ml), filter off white solids, wash the organic layer with 10% potassium carbonate twice, dry over anhydrous sodium sulfate, filter, and concentrat...